describe an organic reaction: reactants, conditions, products, and yield From a dataset of the Open Reaction Database (ORD), a public repository of structured organic reaction records. Starting materials: C(C)(C)(C)OC(C(C)C1=CC=C(C=C1)O)=O ((4-Hydroxy-phenyl)-propionic acid tert-butyl ester), C([O-])([O-])=O.[K+].[K+] (potassium carbonate), BrCC(=O)OC (methyl bromoacetate). The solvent is CCOC(=O)C (EtOAc), CN(C)C=O (DMF). Product: C(C)(C)(C)OC(CCC1=CC=C(C=C1)OCC(=O)OC)=O (3-(4-Methoxycarbonylmethoxy-phenyl)-propionic acid tert-butyl ester). Reaction SMILES: C(OC(=O)[CH:7]([C:9]1[CH:14]=[CH:13][C:12]([OH:15])=[CH:11][CH:10]=1)[CH3:8])(C)(C)C.[C:17](=[O:20])([O-])[O-:18].[K+].[K+].Br[CH2:24][C:25]([O:27][CH3:28])=[O:26]>CN(C=O)C.CCOC(C)=O>[C:9]([O:18][C:17](=[O:20])[CH2:8][CH2:7][C:9]1[CH:10]=[CH:11][C:12]([O:15][CH2:24][C:25]([O:27][CH3:28])=[O:26])=[CH:13][CH:14]=1)([CH3:14])([CH3:10])[CH3:7] |f:1.2.3|. Reported procedure: To a solution of -(4-Hydroxy-phenyl)-propionic acid tert-butyl ester (1 g, 4.50 mmol) in dry DMF (20 ml) at room temperature under argon is added potassium carbonate (0.62 g, 4.50 mmol) followed by methyl bromoacetate (0.43 ml, 4.50 mmol) and the reaction mixture is stirred at room temperature. The reaction mixture is diluted with EtOAc and washed with water, dried (MgSO4) and evaporated in vacuo to yield a clear colourless liquid. Purification on a Waters 3000 prep HPLC system (C18, MeCN/water)...